This data is from the Open Reaction Database (ORD), a public repository of structured organic reaction records. The task is: describe an organic reaction: reactants, conditions, products, and yield Reactants: ClC=1C=C(CSC2=NC=CC(=N2)C=C2C(NC(S2)=S)=O)C=CC1Cl (5-[2-(3,4-dichloro-benzylsulfanyl)-pyrimidin-4-ylmethylene]-2-thioxo-thiazolidin-4-one), 2,6-dimethyl-1,4-dihydro-3,5-pyridine carboxylate. Run in C1(=CC=CC=C1)C (toluene). Product: ClC=1C=C(CSC2=NC=CC(=N2)CC2C(NC(S2)=S)=O)C=CC1Cl (5-[2-(3,4-Dichloro-benzylsulfanyl)-pyrimidin-4-ylmethyl]-2-thioxo-thiazolidin-4-one). RXN SMILES: [Cl:1][C:2]1[CH:3]=[C:4]([CH:21]=[CH:22][C:23]=1[Cl:24])[CH2:5][S:6][C:7]1[N:12]=[C:11]([CH:13]=[C:14]2[S:18][C:17](=[S:19])[NH:16][C:15]2=[O:20])[CH:10]=[CH:9][N:8]=1>C1(C)C=CC=CC=1>[Cl:1][C:2]1[CH:3]=[C:4]([CH:21]=[CH:22][C:23]=1[Cl:24])[CH2:5][S:6][C:7]1[N:12]=[C:11]([CH2:13][CH:14]2[S:18][C:17](=[S:19])[NH:16][C:15]2=[O:20])[CH:10]=[CH:9][N:8]=1. Procedure details: A suspension of 5-[2-(3,4-dichloro-benzylsulfanyl)-pyrimidin-4-ylmethylene]-2-thioxo-thiazolidin-4-one in toluene was heated to 80° C. in the presence of 2,6-dimethyl-1,4-dihydro-3,5-pyridine carboxylate (1.1 eq.) and activated silica gel. The suspension was filtered and rinsed with EtOAc. The filtrate was evaporated in vacuum and the resulting residue was redissolved in EtOAc and washed with 1N aq. HCl solution. The organic layer was dried over Na2SO4 and concentrated under vacuum to give the c... Reactants: Cc1ccc(NC(=O)c2ccc(Sc3ccc(NC(=O)OCC(Cl)(Cl)Cl)cc3)c(Nc3ncnc4nc(C(C)C)ccc34)c2)nc1, Cl, [Na+], C1CCOC1, [OH-], O. Yields the product Cc1ccc(NC(=O)c2ccc(Sc3ccc(N)cc3)c(Nc3ncnc4nc(C(C)C)ccc34)c2)nc1. As a reaction SMILES: [Cl:1][C:2]([Cl:3])([Cl:4])[CH2:5][O:44][C:45]([NH:6][c:7]1[cH:8][cH:9][c:10]([S:13][c:14]2[c:15]([NH:30][c:31]3[c:32]4[c:33]([n:34][cH:35][n:36]3)[n:37][c:38]([CH:41]([CH3:42])[CH3:43])[cH:39][cH:40]4)[cH:16][c:17]([C:20]([NH:21][c:22]3[n:23][cH:24][c:25]([CH3:28])[cH:26][cH:27]3)=[O:29])[cH:18][cH:19]2)[cH:11][cH:12]1)=[O:46].[ClH:49].[Na+:48].[O:50]1[CH2:51][CH2:52][CH2:53][CH2:54]1.[OH-:47].[OH2:55]>>[NH2:6][c:7]1[cH:8][cH:9][c:10]([S:13][c:14]2[c:15]([NH:30][c:31]3[c:32]4[c:33]([n:34][cH:35][n:36]3)[n:37][c:38]([CH:41]([CH3:42])[CH3:43])[cH:39][cH:40]4)[cH:16][c:17]([C:20]([NH:21][c:22]3[n:23][cH:24][c:25]([CH3:28])[cH:26][cH:27]3)=[O:29])[cH:18][cH:19]2)[cH:11][cH:12]1.